Dataset: the Open Reaction Database (ORD), a public repository of structured organic reaction records. Task: describe an organic reaction: reactants, conditions, products, and yield The reactants are C(C)OC(=O)N1CCC2=C(C=3C(CCC3C(=C2)Cl)=O)CC1 (4-Chloro-1-oxo-1,3,6,7,9,10-hexahydro-2H-8-aza-cyclohepta[e]indene-8-carboxylic acid ethyl ester), C(C)[Mg]Br (ethylmagnesium bromide). Yields the product ClC1=CC2=C(C=3C(CCC13)CC)CCNCC2 (4-Chloro-1-ethyl-1,2,3,6,7,8,9,10-octahydro-8-aza-cyclohepta[e]indene). Reaction SMILES: C(OC([N:6]1[CH2:21][CH2:20][C:10]2[C:11]3[C:12](=O)[CH2:13][CH2:14][C:15]=3[C:16]([Cl:18])=[CH:17][C:9]=2[CH2:8][CH2:7]1)=O)C.[CH2:22]([Mg]Br)[CH3:23]>>[Cl:18][C:16]1[C:15]2[CH2:14][CH2:13][CH:12]([CH2:22][CH3:23])[C:11]=2[C:10]2[CH2:20][CH2:21][NH:6][CH2:7][CH2:8][C:9]=2[CH:17]=1. Procedure details: Example 6 was prepared in a similar fashion to Example 4, except Intermediate 4 was used as the starting material and ethylmagnesium bromide (3M in diethyl ether) was used instead of cyclopropylmagnesium bromide (Example 4, step (a)). 1H NMR (300 MHz, CDCl3) δ 6.92 (s, 1H); 3.16-3.09 (m, 1H); 2.98-2.84 (m, 10H); 2.37-2.32 (br s, 1H); 2.17-1.94 (m, 2H); 1.47-1.25 (m, 2H); 0.95 (t, J=7.5 Hz, 3H); MS: ESI (positive): 250, (M+1). Reactants: CCOC(=O)C (EtOAc), C([O-])([O-])=O.[Cs+].[Cs+] (Cesium carbonate), O1N=C(CC1)C(CC(=O)O)C1=CC=C(C=C1)O (3-(4,5-Dihydroisoxazol-3-yl)-3-(4-hydroxyphenyl)propanoic acid), BrCC=1C=C2C(CCC(C2=CC1)(C)C)(C)C (6-(bromomethyl)-1,1,4,4-tetramethyl-1,2,3,4-tetrahydronaphthalene). Solvent: [Cl-].[Na+].O (brine), CS(=O)C (DMSO). Run at temperature 45 celsius, time 3 hour. Product: O1N=C(CC1)C(CC(=O)O)C1=CC=C(C=C1)OCC1=CC=2C(CCC(C2C=C1)(C)C)(C)C (3-(4,5-Dihydroisoxazol-3-yl)-3-(4-((5,5,8,8-tetramethyl-5,6,7,8-tetrahydronaphthalen-2-yl)methoxy)phenyl)propanoic acid). Isolated yield 31.3%. RXN SMILES: C(=O)([O-])[O-].[Cs+].[Cs+].[O:7]1[CH2:11][CH2:10][C:9]([CH:12]([C:17]2[CH:22]=[CH:21][C:20]([OH:23])=[CH:19][CH:18]=2)[CH2:13][C:14]([OH:16])=[O:15])=[N:8]1.Br[CH2:25][C:26]1[CH:27]=[C:28]2[C:33](=[CH:34][CH:35]=1)[C:32]([CH3:37])([CH3:36])[CH2:31][CH2:30][C:29]2([CH3:39])[CH3:38].CCOC(C)=O>CS(C)=O.[Cl-].[Na+].O>[O:7]1[CH2:11][CH2:10][C:9]([CH:12]([C:17]2[CH:18]=[CH:19][C:20]([O:23][CH2:25][C:26]3[CH:35]=[CH:34][C:33]4[C:32]([CH3:37])([CH3:36])[CH2:31][CH2:30][C:29]([CH3:39])([CH3:38])[C:28]=4[CH:27]=3)=[CH:21][CH:22]=2)[CH2:13][C:14]([OH:16])=[O:15])=[N:8]1 |f:0.1.2,7.8.9|. Reported procedure: Cesium carbonate (108 mg, 0.33 mmol) was added into a mixture of 85.2 (25 mg, 0.11 mmol) and 6-(bromomethyl)-1,1,4,4-tetramethyl-1,2,3,4-tetrahydronaphthalene (76 mg, 0.27 mmol) in DMSO (1 mL). The mixture was stirred at 45° C. for 3 hours. After cooling, the mixture was treated with EtOAc (5 mL) and brine (5 mL). The organic layer was separated, washed with brine twice, dried and concentrated. The crude product was treated with THF (1 mL), MeOH (1 mL), water (0.5 mL) and NaOH (0.05 mL, 10N). Th... Reactants: C(=O)NNC1=CC=C(C=C1)N (1-formyl-2-(4aminophenyl)hydrazine), C(#N)C1=CC=C(C=C1)N=C=S (4-cyanophenyl isothiocyanate). Product: C(#N)C1=CC=C(C=C1)NC(NC1=CC=C(C=C1)NNC=O)=S (3-(4-Cyanophenyl)-1[4-(2-formylhydrazino)phenyl]thiourea). Reaction SMILES: [CH:1]([NH:3][NH:4][C:5]1[CH:10]=[CH:9][C:8]([NH2:11])=[CH:7][CH:6]=1)=[O:2].[C:12]([C:14]1[CH:19]=[CH:18][C:17]([N:20]=[C:21]=[S:22])=[CH:16][CH:15]=1)#[N:13]>>[C:12]([C:14]1[CH:15]=[CH:16][C:17]([NH:20][C:21](=[S:22])[NH:11][C:8]2[CH:9]=[CH:10][C:5]([NH:4][NH:3][CH:1]=[O:2])=[CH:6][CH:7]=2)=[CH:18][CH:19]=1)#[N:13]. Procedure details: Procedure (18.) was employed with 1-formyl-2-(4aminophenyl)hydrazine (1.5 g, 0.01 mole) and 4-cyanophenyl isothiocyanate (1.6 g, 0.01 mole). Yield 2.2, g (71%), m.p. 180°-182° C. Reactants: C1(CCCCCC1)CN1CCC(CC1)NC([C@@](C1=CC=CC=C1)(O)C1CCCC1)=O ((2R)-N-[1-(Cycloheptylmethyl)piperidin-4-yl]-2-cyclopentyl-2-hydroxy-2-phenylacetamide), Cl (hydrochloric acid). Solvent: C(Cl)(Cl)Cl (chloroform), C(C)(=O)OCC (ethyl acetate). Product: Cl.C1(CCCCCC1)CN1CCC(CC1)NC([C@@](C1=CC=CC=C1)(O)C1CCCC1)=O ((2R)-N-[1-(Cycloheptylmethyl)piperidin-4-yl]-2-cyclopentyl-2-hydroxy-2-phenylacetamide hydrochloride). RXN SMILES: [CH:1]1([CH2:8][N:9]2[CH2:14][CH2:13][CH:12]([NH:15][C:16](=[O:30])[C@:17]([CH:25]3[CH2:29][CH2:28][CH2:27][CH2:26]3)([OH:24])[C:18]3[CH:23]=[CH:22][CH:21]=[CH:20][CH:19]=3)[CH2:11][CH2:10]2)[CH2:7][CH2:6][CH2:5][CH2:4][CH2:3][CH2:2]1.[ClH:31]>C(Cl)(Cl)Cl.C(OCC)(=O)C>[ClH:31].[CH:1]1([CH2:8][N:9]2[CH2:10][CH2:11][CH:12]([NH:15][C:16](=[O:30])[C@:17]([CH:25]3[CH2:26][CH2:27][CH2:28][CH2:29]3)([OH:24])[C:18]3[CH:19]=[CH:20][CH:21]=[CH:22][CH:23]=3)[CH2:13][CH2:14]2)[CH2:2][CH2:3][CH2:4][CH2:5][CH2:6][CH2:7]1 |f:4.5|. Reported procedure: (2R)-N-[1-(Cycloheptylmethyl)piperidin-4-yl]-2-cyclopentyl-2-hydroxy-2-phenylacetamide obtained in Example 34 was dissolved in chloroform and a 4N hydrochloric acid solution in ethyl acetate was added thereto. The solvent was distilled off under reduced pressure and the residue was washed with diethyl ether. The resulting solid was recrystallized from ethanol-diethyl ether to obtain the title compound. Reactants: O=Cc1sccc1Br, CC(=O)O[BH-](OC(C)=O)OC(C)=O, C1COCCN1, CCOC(C)=O, ClCCl, [Na+]. Product: Brc1ccsc1CN1CCOCC1. Reaction SMILES: [Br:1][c:2]1[c:3]([CH:7]=[O:8])[s:4][cH:5][cH:6]1.[C:18]([O:19][BH-:20]([O:21][C:22](=[O:23])[CH3:24])[O:25][C:26](=[O:27])[CH3:28])(=[O:29])[CH3:30].[CH2:9]1[CH2:10][O:11][CH2:12][CH2:13][NH:14]1.[CH3:32][CH2:33][O:34][C:35]([CH3:36])=[O:37].[Cl:15][CH2:16][Cl:17].[Na+:31]>>[Br:1][c:2]1[c:3]([CH2:7][N:14]2[CH2:9][CH2:10][O:11][CH2:12][CH2:13]2)[s:4][cH:5][cH:6]1. Reactants: COC(=O)C(CC1CCCCC1)N1CC(Oc2cccc(C)c2)=CC1=O, [Li+], C1CCOC1, [OH-], O. Yields the product Cc1cccc(OC2=CC(=O)N(C(CC3CCCCC3)C(=O)O)C2)c1. RXN SMILES: [CH3:1][O:2][C:3]([CH:4]([CH2:5][CH:6]1[CH2:7][CH2:8][CH2:9][CH2:10][CH2:11]1)[N:12]1[C:13](=[O:25])[CH:14]=[C:15]([O:17][c:18]2[cH:19][c:20]([CH3:24])[cH:21][cH:22][cH:23]2)[CH2:16]1)=[O:26].[Li+:27].[O:30]1[CH2:31][CH2:32][CH2:33][CH2:34]1.[OH-:28].[OH2:29]>>[O:2]=[C:3]([CH:4]([CH2:5][CH:6]1[CH2:7][CH2:8][CH2:9][CH2:10][CH2:11]1)[N:12]1[C:13](=[O:25])[CH:14]=[C:15]([O:17][c:18]2[cH:19][c:20]([CH3:24])[cH:21][cH:22][cH:23]2)[CH2:16]1)[OH:26]. The reactants are F[B-](F)(F)F, CC(=O)N(C)CC1CCCN1, CCO, CCN(C(C)C)C(C)C, CC(NC(=O)c1ccc(C(=O)O)c(Cl)c1)c1nc2cc(Cl)ccc2[nH]1, Cl, ClCCl, C1CCOC1, CN(C)C(On1nnc2ccccc21)=[N+](C)C. Yields the product CC(=O)N(C)CC1CCCN1C(=O)c1ccc(C(=O)NC(C)c2nc3cc(Cl)ccc3[nH]2)cc1Cl. RXN SMILES: [B-:26]([F:27])([F:28])([F:29])[F:30].[C:57]([CH3:58])(=[O:59])[N:60]([CH3:61])[CH2:62][CH:63]1[NH:64][CH2:65][CH2:66][CH2:67]1.[CH2:74]([OH:75])[CH3:76].[CH:48]([N:49]([CH:50]([CH3:51])[CH3:52])[CH2:53][CH3:54])([CH3:55])[CH3:56].[Cl:1][c:2]1[c:3]([C:4](=[O:5])[OH:6])[cH:7][cH:8][c:9]([C:11](=[O:12])[NH:13][CH:14]([CH3:15])[c:16]2[n:17][c:18]3[c:19]([nH:20]2)[cH:21][cH:22][c:23]([Cl:25])[cH:24]3)[cH:10]1.[Cl:68].[Cl:77][CH2:78][Cl:79].[O:69]1[CH2:70][CH2:71][CH2:72][CH2:73]1.[n:31]1([O:32][C:33]([N:34]([CH3:35])[CH3:36])=[N+:37]([CH3:38])[CH3:39])[c:40]2[cH:41][cH:42][cH:43][cH:44][c:45]2[n:46][n:47]1>>[Cl:1][c:2]1[c:3]([C:4](=[O:5])[N:64]2[CH:63]([CH2:62][N:60]([C:57]([CH3:58])=[O:59])[CH3:61])[CH2:67][CH2:66][CH2:65]2)[cH:7][cH:8][c:9]([C:11](=[O:12])[NH:13][CH:14]([CH3:15])[c:16]2[n:17][c:18]3[c:19]([nH:20]2)[cH:21][cH:22][c:23]([Cl:25])[cH:24]3)[cH:10]1.